From a dataset of the Open Reaction Database (ORD), a public repository of structured organic reaction records. describe an organic reaction: reactants, conditions, products, and yield Reactants: CN(C)C=O, CC(C)(C)C(=O)OCCl, [H-], [Na+], O, O=C(O)c1c[nH]c2ccccc12. The product is CC(C)(C)C(=O)OCn1cc(C(=O)O)c2ccccc21. Reaction SMILES: [CH3:25][N:26]([CH3:27])[CH:28]=[O:29].[Cl:15][CH2:16][O:17][C:18]([C:19]([CH3:20])([CH3:21])[CH3:22])=[O:23].[H-:1].[Na+:2].[OH2:24].[OH:3][C:4](=[O:5])[c:6]1[cH:7][nH:8][c:9]2[cH:10][cH:11][cH:12][cH:13][c:14]12>>[OH:3][C:4](=[O:5])[c:6]1[cH:7][n:8]([CH2:16][O:17][C:18]([C:19]([CH3:20])([CH3:21])[CH3:22])=[O:23])[c:9]2[cH:10][cH:11][cH:12][cH:13][c:14]12.